The task is: describe an organic reaction: reactants, conditions, products, and yield. This data is from the Open Reaction Database (ORD), a public repository of structured organic reaction records. Reactants: C[Si](C)(C)[N-][Si](C)(C)C.[Li+] (Lithium bis(trimethylsilyl)amide), OC1=NC=CC=C1[N+](=O)[O-] (2-Hydroxy-3-nitro-pyridine), BrCC(=O)OC(C)(C)C (t-butyl bromoacetate). The solvent is O1CCCC1 (tetrahydrofuran). Run at temperature 25 celsius. The product is [N+](=O)([O-])C=1C(N(C=CC1)CC(=O)OC(C)(C)C)=O (t-Butyl (3-nitro-2-oxo-1,2-dihydropyridyl)acetate). Yield: 75.1%. As a reaction SMILES: [OH:1][C:2]1[C:7]([N+:8]([O-:10])=[O:9])=[CH:6][CH:5]=[CH:4][N:3]=1.C[Si]([N-][Si](C)(C)C)(C)C.[Li+].Br[CH2:22][C:23]([O:25][C:26]([CH3:29])([CH3:28])[CH3:27])=[O:24]>O1CCCC1>[N+:8]([C:7]1[C:2](=[O:1])[N:3]([CH2:22][C:23]([O:25][C:26]([CH3:29])([CH3:28])[CH3:27])=[O:24])[CH:4]=[CH:5][CH:6]=1)([O-:10])=[O:9] |f:1.2|. Procedure details: 2-Hydroxy-3-nitro-pyridine (75 g, 0.535 mole) and 1400 mL of anhydrous tetrahydrofuran were stirred at 0° C. using a mechanical stirrer. Lithium bis(trimethylsilyl)amide (1.0 M solution in tetrahydrofuran, 683.5 mL) was slowly added over 30 minutes. The deep brown reaction mixture was stirred for 30 additional minutes and then t-butyl bromoacetate (109.6 g, 0.561 mole) was slowly added over 30 minutes. The reaction mixture was warmed to 25° C. overnight. The organic solvents were removed under v... Starting materials: CCOc1c(OCC)c(=O)c1=O, CC(C)(C)OC(=O)NCCCNCC#N, CCO. Yields the product CCOc1c(N(CC#N)CCCNC(=O)OC(C)(C)C)c(=O)c1=O. Reaction SMILES: [CH2:1]([O:2][c:4]1[c:5](=[O:12])[c:6](=[O:11])[c:7]1[O:8][CH2:9][CH3:10])[CH3:3].[CH3:13][C:14]([CH3:15])([CH3:16])[O:17][C:18]([NH:19][CH2:20][CH2:21][CH2:22][NH:23][CH2:24][C:25]#[N:26])=[O:27].[CH3:28][CH2:29][OH:30]>>[c:4]1([N:23]([CH2:22][CH2:21][CH2:20][NH:19][C:18]([O:17][C:14]([CH3:13])([CH3:15])[CH3:16])=[O:27])[CH2:24][C:25]#[N:26])[c:5](=[O:12])[c:6](=[O:11])[c:7]1[O:8][CH2:9][CH3:10].